describe an organic reaction: reactants, conditions, products, and yield From a dataset of the Open Reaction Database (ORD), a public repository of structured organic reaction records. Reactants: C1OC=2C=C(C=CC2OC1)NC1=NC(=NC=C1F)NC1=CC(=CC=C1)O (N4-(3,4-ethylenedioxyphenyl)-5-fluoro-N2-(3-hydroxyphenyl)-2,4-pyrimidinediamine), C(=O)(O)C1CCC(CC1)NC1=NC(=NC=C1F)Cl (N4-(4-carboxycyclohexyl)-2-chloro-5-fluoro-4-pyrimidineamine), C1OC=2C=C(N)C=CC2OC1 (3,4-ethylenedioxyaniline). Yields the product C(=O)(O)C1CCC(CC1)NC1=NC(=NC=C1F)NC1=CC2=C(C=C1)OCCO2 (N4-(4-carboxycyclohexyl)-N2-(3,4-ethylenedioxyphenyl)-5-fluoro-2,4-pyrimidinediamine). Reaction SMILES: [CH2:1]1[CH2:10][O:9][C:8]2[CH:7]=[CH:6][C:5]([NH:11]C3C(F)=CN=C(NC4C=CC=C(O)C=4)N=3)=[CH:4][C:3]=2[O:2]1.[C:27]([CH:30]1[CH2:35][CH2:34][CH:33]([NH:36][C:37]2[C:42]([F:43])=[CH:41][N:40]=[C:39](Cl)[N:38]=2)[CH2:32][CH2:31]1)([OH:29])=[O:28].C1COC2C=CC(N)=CC=2O1>>[C:27]([CH:30]1[CH2:35][CH2:34][CH:33]([NH:36][C:37]2[C:42]([F:43])=[CH:41][N:40]=[C:39]([NH:11][C:5]3[CH:6]=[CH:7][C:8]4[O:9][CH2:10][CH2:1][O:2][C:3]=4[CH:4]=3)[N:38]=2)[CH2:32][CH2:31]1)([OH:29])=[O:28]. Procedure: In a manner similar to the preparation of N4-(3,4-ethylenedioxyphenyl)-5-fluoro-N2-(3-hydroxyphenyl)-2,4-pyrimidinediamine, N4-(4-carboxycyclohexyl)-2-chloro-5-fluoro-4-pyrimidineamine and 3,4-ethylenedioxyaniline were reacted to yield N4-(4-carboxycyclohexyl)-N2-(3,4-ethylenedioxyphenyl)-5-fluoro-2,4-pyrimidinediamine. 1H NMR (CD3OD): δ 7.62 (d, 1H, J=4.2 Hz), 7.31 (d, 1H, J=2.4 Hz), 6.84 (dd, 1H, J=2.4 and 8.7 Hz), 6.70 (d, 1H, J=8.7 Hz), 4.23–4.18 (m, 4H), 3.99–4.08 (m, 1H), 2.59 (t, 1H, J=3.... Reactants: ClCC=1C(=NC=CC1)SC1CCC1 (3-Chloromethyl-2-cyclobutylsulfanyl-pyridine), COC(CC1COC2=C1C=C(C(=C2F)O)F)=O ((5,7-difluoro-6-hydroxy-2,3-dihydro-benzofuran-3-yl)-acetic acid methyl ester). Yields the product C1(CCC1)SC1=NC=CC=C1COC1=C(C2=C(C(CO2)CC(=O)O)C=C1F)F ([6-(2-cyclobutylsulfanyl-pyridin-3-ylmethoxy)-5,7-difluoro-2,3-dihydro-benzofuran-3-yl]-acetic acid). Isolated yield 79.8%. As a reaction SMILES: Cl[CH2:2][C:3]1[C:4]([S:9][CH:10]2[CH2:13][CH2:12][CH2:11]2)=[N:5][CH:6]=[CH:7][CH:8]=1.C[O:15][C:16](=[O:30])[CH2:17][CH:18]1[C:22]2[CH:23]=[C:24]([F:29])[C:25]([OH:28])=[C:26]([F:27])[C:21]=2[O:20][CH2:19]1>>[CH:10]1([S:9][C:4]2[C:3]([CH2:2][O:28][C:25]3[C:24]([F:29])=[CH:23][C:22]4[CH:18]([CH2:17][C:16]([OH:30])=[O:15])[CH2:19][O:20][C:21]=4[C:26]=3[F:27])=[CH:8][CH:7]=[CH:6][N:5]=2)[CH2:13][CH2:12][CH2:11]1. Reported procedure: 3-Chloromethyl-2-cyclobutylsulfanyl-pyridine (18 mg, 0.08 mmol) obtained in Step C of Preparation Example 23 and (5,7-difluoro-6-hydroxy-2,3-dihydro-benzofuran-3-yl)-acetic acid methyl ester (20 mg, 0.08 mmol) obtained in Preparation Example 51 were used to react sequentially in the same manner as in Steps A and B of Example 1 to obtain the title compound (26 mg, 78%). Starting materials: C1(=CC=CC=C1)[Mg]Br (Phenyl magnesium bromide), CN1CC2=C(N(C=3C=CC(=CC23)C)C(C=O)(C)C)CC1 (2-(2,8-dimethyl-1,2,3,4-tetrahydro-pyrido[4,3-b]indol-5-yl)-2-methyl-propionaldehyde). Run in C1CCOC1 (THF), CCOC(=O)C (EtOAc), O (water). Run at time 16 hour. The product is CN1CC2=C(N(C=3C=CC(=CC23)C)C(C(O)C2=CC=CC=C2)(C)C)CC1 (2-(2,8-dimethyl-1,2,3,4-tetrahydro-pyrido[4,3-b]indol-5-yl)-2-methyl-1-phenyl-propan-1-ol). Yield: 47.2%. RXN SMILES: [C:1]1([Mg]Br)[CH:6]=[CH:5][CH:4]=[CH:3][CH:2]=1.[CH3:9][N:10]1[CH2:28][CH2:27][C:13]2[N:14]([C:22]([CH3:26])([CH3:25])[CH:23]=[O:24])[C:15]3[CH:16]=[CH:17][C:18]([CH3:21])=[CH:19][C:20]=3[C:12]=2[CH2:11]1>C1COCC1.CCOC(C)=O.O>[CH3:9][N:10]1[CH2:28][CH2:27][C:13]2[N:14]([C:22]([CH3:25])([CH3:26])[CH:23]([C:1]3[CH:6]=[CH:5][CH:4]=[CH:3][CH:2]=3)[OH:24])[C:15]3[CH:16]=[CH:17][C:18]([CH3:21])=[CH:19][C:20]=3[C:12]=2[CH2:11]1. Procedure: Phenyl magnesium bromide (1M solution in THF) (3.7 mL, 3.69 mmol) was added dropwise at −70° C. to a stirred solution of 2-(2,8-dimethyl-1,2,3,4-tetrahydro-pyrido[4,3-b]indol-5-yl)-2-methyl-propionaldehyde (200 mg, 0.73 mmol) in THF (30 mL). The contents were stirred at RT for 16 h, diluted with EtOAc (50 mL) and water (40 mL). The layers were separated and the aqueous layer was again extracted with EtOAc (2×50 mL). The combined organic extracts were dried over sodium sulfate and concentrated un...